Dataset: the Open Reaction Database (ORD), a public repository of structured organic reaction records. Task: describe an organic reaction: reactants, conditions, products, and yield Reaction SMILES: [OH:1][C@H:2]([CH3:6])[C:3]([NH2:5])=O.F[B-](F)(F)F.C([O+](CC)CC)C.N[C:20]1[C:21]([NH:29][C@H:30]2[CH2:35][CH2:34][CH2:33][N:32]([C:36]([O:38][C:39]([CH3:42])([CH3:41])[CH3:40])=[O:37])[CH2:31]2)=[C:22]2[S:28][CH:27]=[CH:26][C:23]2=[N:24][CH:25]=1>O1CCCC1.C(O)C>[OH:1][C@@H:2]([C:3]1[N:29]([C@H:30]2[CH2:35][CH2:34][CH2:33][N:32]([C:36]([O:38][C:39]([CH3:42])([CH3:41])[CH3:40])=[O:37])[CH2:31]2)[C:21]2=[C:22]3[S:28][CH:27]=[CH:26][C:23]3=[N:24][CH:25]=[C:20]2[N:5]=1)[CH3:6] |f:1.2|. Solvent: O1CCCC1 (tetrahydrofuran), C(C)O (ethanol). Reported procedure: A mixture of (2R)-2-hydroxypropanamide (197 mg, 2.21 mmol) and triethyloxonium tetrafluoroborate (395 mg, 2.08 mmol) in tetrahydrofuran (4.0 mL) was stirred at room temperature for 75 min then concentrated. The residue was dissolved in ethanol (1.5 mL) and this solution was then added to a solution of tert-butyl (3S)-3-[(6-aminothieno[3,2-b]pyridin-7-yl)amino]piperidine-1-carboxylate (0.24 g, 0.69 mmol) in ethanol (3.5 mL) in a vial. The resulting mixture was stirred at 80° C. for 2 h. The solve... Reaction conditions: time 75 minute. Reactants: O[C@@H](C(=O)N)C ((2R)-2-hydroxypropanamide), F[B-](F)(F)F.C(C)[O+](CC)CC (triethyloxonium tetrafluoroborate), NC=1C(=C2C(=NC1)C=CS2)N[C@@H]2CN(CCC2)C(=O)OC(C)(C)C (tert-butyl (3S)-3-[(6-aminothieno[3,2-b]pyridin-7-yl)amino]piperidine-1-carboxylate). The product is O[C@H](C)C1=NC=2C(=C3C(=NC2)C=CS3)N1[C@@H]1CN(CCC1)C(=O)OC(C)(C)C (tert-Butyl (3S)-3-{2-[(1R)-1-hydroxyethyl]-1H-imidazo[4,5-d]thieno[3,2-b]pyridin-1-yl}piperidine-1-carboxylate). Yield: 90.0%.